describe an organic reaction: reactants, conditions, products, and yield From a dataset of the Open Reaction Database (ORD), a public repository of structured organic reaction records. The reactants are COC(=O)C=CC(=O)[O-], CO, O=C1C=CC(=O)O1, O, O=C(O)C=CC(=O)O. Yields the product COC(=O)C=CC(=O)OC. RXN SMILES: [C:9]([CH:10]=[CH:11][C:12](=[O:13])[O-:14])(=[O:15])[O:16][CH3:17].[CH3:25][OH:26].[O:18]=[C:19]1[CH:20]=[CH:21][C:22](=[O:23])[O:24]1.[OH2:27].[OH:1][C:2]([CH:3]=[CH:4][C:5](=[O:6])[OH:7])=[O:8]>>[CH3:2][O:14][C:12]([CH:11]=[CH:10][C:9](=[O:15])[O:16][CH3:17])=[O:13]. The reactants are NC1=C(C(=NO1)C)Br (5-amino-4-bromo-3-methylisoxazole), ClC1=C(C=CC=C1Cl)S(=O)(=O)Cl (2,3-dichlorobenzenesulfonyl chloride). Product: ClC1=C(C=CC=C1Cl)S(=O)(=O)NC1=C(C(=NO1)C)Br (2,3-Dichloro-N-(4-bromo-3-methyl-5-isoxazolyl)benzenesulfonamide). The yield is 75.0%. RXN SMILES: [NH2:1][C:2]1[O:6][N:5]=[C:4]([CH3:7])[C:3]=1[Br:8].[Cl:9][C:10]1[C:15]([Cl:16])=[CH:14][CH:13]=[CH:12][C:11]=1[S:17](Cl)(=[O:19])=[O:18]>>[Cl:9][C:10]1[C:15]([Cl:16])=[CH:14][CH:13]=[CH:12][C:11]=1[S:17]([NH:1][C:2]1[O:6][N:5]=[C:4]([CH3:7])[C:3]=1[Br:8])(=[O:19])=[O:18]. Procedure details: 2,3-Dichloro-N-(4-bromo-3-methyl-5-isoxazolyl)benzenesulfonamide was prepared from 5-amino-4-bromo-3-methylisoxazole and 2,3-dichlorobenzenesulfonyl chloride according to the procedures described in Example 30. The crude product was purified by recrystallization from ethyl acetate/hexanes to give a crystalline solid, m.p. 166-169° C., yield 75%. The reactants are N1=C(C=CC=C1)OC(C)C1=CC=C(C(=O)OC)C=C1 (methyl 4-(1-(pyridin-2-yloxy)ethyl)benzoate), O.[OH-].[Li+] (lithium hydroxide monohydrate), O (water), CO (methanol). The solvent is O1CCCC1 (tetrahydrofuran). Reaction conditions: temperature 20 celsius, time 5 hour. Product: N1=C(C=CC=C1)OC(C)C1=CC=C(C(=O)O)C=C1 (4-(1-(pyridin-2-yloxy)ethyl)benzoic acid). Isolated yield 92.9%. Reaction SMILES: [N:1]1[CH:6]=[CH:5][CH:4]=[CH:3][C:2]=1[O:7][CH:8]([C:10]1[CH:19]=[CH:18][C:13]([C:14]([O:16]C)=[O:15])=[CH:12][CH:11]=1)[CH3:9].O.[OH-].[Li+].O.CO>O1CCCC1>[N:1]1[CH:6]=[CH:5][CH:4]=[CH:3][C:2]=1[O:7][CH:8]([C:10]1[CH:19]=[CH:18][C:13]([C:14]([OH:16])=[O:15])=[CH:12][CH:11]=1)[CH3:9] |f:1.2.3|. Procedure details: A mixture of methyl 4-(1-(pyridin-2-yloxy)ethyl)benzoate (590 mg, 2.3 mmol), lithium hydroxide monohydrate (482 mg, 11.5 mmol), water (4 mL) and methanol (4 mL) in tetrahydrofuran (12 mL) was stirred at 20° C. for 5 hours. The reaction mixture was concentrated. The residue was acidified to pH=2 with concentrated hydrochloride solution. The mixture was extracted with ethyl acetate (20 mL×2). The organic phase was dried over sodium sulfate and filtered. The filtrate was concentrated. The residue w... The reactants are CP(=O)(C)C=1N=C(C(=NC1)N)OC (5-(dimethylphosphoryl)-3-methoxypyrazin-2-amine), ClC1=NC=C(C(=N1)Cl)Cl (2,4,5-trichloropyrimidine), ClC1=NC=C(C(=N1)NC1=NC=C(N=C1OC)P(=O)(C)C)Cl (2,5-dichloro-N-[5-(dimethylphosphoryl)-3-methoxypyrazin-2-yl]pyrimidin-4-amine), ClC1=NC=C(C(=N1)NC1=NC=C(N=C1OC)P(=O)(C)C)Cl (2,5-dichloro-N-[5-(dimethylphosphoryl)-3-methoxypyrazin-2-yl]pyrimidin-4-amine), N1(CCCCC1)C1CCN(CC1)C1=NN=C(S1)N (5-(1,4′-bipiperidin-1′-yl)-1,3,4-thiadiazol-2-amine). Yields the product N1(CCCCC1)C1CCN(CC1)C1=NN=C(S1)N(C1=NC=C(C(=N1)N)Cl)C1=NC=C(N=C1OC)P(=O)(C)C (N2-[5-(1,4′-bipiperidin-1′-yl)-1,3,4-thiadiazol-2-yl]-5-chloro-N-[5-(dimethylphosphoryl)-3-methoxypyrazin-2-yl]pyrimidine-2,4-diamine). As a reaction SMILES: [CH3:1][P:2]([C:5]1[N:6]=[C:7]([O:12][CH3:13])[C:8]([NH2:11])=[N:9][CH:10]=1)([CH3:4])=[O:3].ClC1N=C(Cl)C(Cl)=CN=1.Cl[C:24]1[N:29]=[C:28]([NH:30]C2C(OC)=NC(P(C)(C)=O)=CN=2)[C:27]([Cl:43])=[CH:26][N:25]=1.[N:44]1([CH:50]2[CH2:55][CH2:54][N:53]([C:56]3[S:60][C:59](N)=[N:58][N:57]=3)[CH2:52][CH2:51]2)[CH2:49][CH2:48][CH2:47][CH2:46][CH2:45]1>>[N:44]1([CH:50]2[CH2:55][CH2:54][N:53]([C:56]3[S:60][C:59]([N:11]([C:8]4[C:7]([O:12][CH3:13])=[N:6][C:5]([P:2]([CH3:1])([CH3:4])=[O:3])=[CH:10][N:9]=4)[C:24]4[N:29]=[C:28]([NH2:30])[C:27]([Cl:43])=[CH:26][N:25]=4)=[N:58][N:57]=3)[CH2:52][CH2:51]2)[CH2:49][CH2:48][CH2:47][CH2:46][CH2:45]1. Procedure details: This compound can be prepared as in Example 32 by reacting 5-(dimethylphosphoryl)-3-methoxypyrazin-2-amine (prepared In example 33) with 2,4,5-trichloropyrimidine to generate 2,5-dichloro-N-[5-(dimethylphosphoryl)-3-methoxypyrazin-2-yl]pyrimidin-4-amine. 2,5-dichloro-N-[5-(dimethylphosphoryl)-3-methoxypyrazin-2-yl]pyrimidin-4-amine is then reacted with 5-(1,4′-bipiperidin-1′-yl)-1,3,4-thiadiazol-2-amine according to the procedure described in Example 321. Reactants: CO, CCOC(=O)C(=O)C1CCCCC1, Cl, [Na+], [OH-], O. Product: O=C(O)C(=O)C1CCCCC1. Reaction SMILES: [CH3:18][OH:19].[CH:1]1([C:7]([C:8](=[O:9])[O:10][CH2:11][CH3:12])=[O:13])[CH2:2][CH2:3][CH2:4][CH2:5][CH2:6]1.[ClH:17].[Na+:16].[OH-:15].[OH2:14]>>[CH:1]1([C:7]([C:8](=[O:9])[OH:10])=[O:13])[CH2:2][CH2:3][CH2:4][CH2:5][CH2:6]1. Starting materials: bis(2,2,2-trifluoromethyl)(methoxy carbonylmethyl)phosphonate, C1COCCOCCOCCOCCOCCO1 (18-Crown-6), C(#N)C=1C=C(C=CC1)\C(=C/C(=O)OC)\C(C)C (methyl (2Z)-3-(3-cyanophenyl)-4-methylpent-2-enoate), C(#N)C=1C=C(C=CC1)/C(=C/C(=O)OC)/C(C)C (methyl (2E)-3-(3-cyanophenyl)-4-methylpent-2-enoate), C[Si](C)(C)[N-][Si](C)(C)C (bis(trimethylsilyl)amide), C1(=CC=CC=C1)C (toluene), CC(C(=O)C=1C=C(C=CC1)C#N)C (3-(2-methylpropanoyl)benzenecarbonitrile). Solvent: O1CCCC1 (tetrahydrofuran), O1CCCC1 (tetrahydrofuran), O1CCCC1 (tetrahydrofuran). Run at temperature -78 celsius, time 15 minute. The product is C(#N)C1=C(C=CC=C1)\C(=C/C(=O)OC)\C(C)C ((2Z)-methyl 3-(cyanophenyl)-3-isopropylacrylate). Reaction SMILES: C1OCCOCCOCCOCCOCCOC1.C[Si]([N-][Si](C)(C)C)(C)C.C1(C)C=CC=CC=1.CC(C)C(C1C=C([C:45]#[N:46])C=CC=1)=O.C([C:50]1[CH:51]=[C:52](/[C:56](/[CH:62]([CH3:64])[CH3:63])=[CH:57]\[C:58]([O:60][CH3:61])=[O:59])[CH:53]=[CH:54][CH:55]=1)#N.C(C1C=C(/C(/C(C)C)=C/C(OC)=O)C=CC=1)#N>O1CCCC1>[C:45]([C:51]1[CH:50]=[CH:55][CH:54]=[CH:53][C:52]=1/[C:56](/[CH:62]([CH3:63])[CH3:64])=[CH:57]\[C:58]([O:60][CH3:61])=[O:59])#[N:46]. Procedure: To a solution of bis(2,2,2-trifluoromethyl)(methoxy carbonylmethyl)phosphonate (0.38 ml, 1.8 mmol) in 2.5 ml anhydrous tetrahydrofuran was added a solution of 18-Crown-6 (1.9 g, 7.5 mmol) in 2.5 ml anhydrous tetrahydrofuran. The reaction mixture was cooled to −78° C. under argon to which was added a solution of 0.5M bis(trimethylsilyl)amide in toluene (3.6 ml, 1.8 mmol). The reaction was stirred at −78° C. for 15 minutes to which was added a solution of 3-(2-methylpropanoyl)benzenecarbonitrile i... The reactants are C[Si](Cl)(C)C (Trimethylchlorosilane), FC(C(=S)OC(C)(C)C)F (tert-Butyl difluorothioacetate), O1CCCC1 (tetrahydrofuran), C(C)(C)[N-]C(C)C.[Li+] (lithium diisopropyl amide). Run at temperature -78 celsius, time 1 hour. Yields the product C[Si](OC(=C(F)F)SC(C)(C)C)(C)C (1-Trimethylsilyloxy-1-tert-butylthio-2,2-difluoroethene). The yield is 65.0%. RXN SMILES: [F:1][CH:2]([F:10])[C:3]([O:5]C(C)(C)C)=[S:4].[CH3:11][Si:12]([CH3:15])([CH3:14])Cl.C([N-][CH:20]([CH3:22])[CH3:21])(C)C.[Li+].O1CCC[CH2:25]1>>[CH3:11][Si:12]([CH3:15])([CH3:14])[O:5][C:3]([S:4][C:20]([CH3:22])([CH3:25])[CH3:21])=[C:2]([F:1])[F:10] |f:2.3|. Procedure: tert-Butyl difluorothioacetate (100 mg) was dissolved in tetrahydrofuran (5 ml) and the solution was cooled to -78° C. Trimethylchlorosilane (151 μl) and lithium diisopropyl amide (327 μl, 2 M solution in heptane/tetrahydrofuran/ethyl-benzene). The solution was stirred for 1 hour at -78° C. then warmed to 25° C. The above product formed in a 65 percent yield as determined by 19F NMR Spectroscopy. 19F NMR (C6D6 vs C6F6, ppm) -104.2 (d, J=28 Hz), -92.6 (d, J=28 Hz).